This data is from the Open Reaction Database (ORD), a public repository of structured organic reaction records. The task is: describe an organic reaction: reactants, conditions, products, and yield The reactants are copolymer, C(C(=C)C)(=O)OC1(C2CC3CC(CC1C3)C2)CC (2-ethyl-2-adamantyl methacrylate), C(C)(=O)OC1=CC=C(C=C)C=C1 (p-acetoxystyrene), C(C)(=O)O (acetic acid), CO (methanol). Reagents/catalysts: CN(C1=CC=NC=C1)C (4-dimethylaminopyridine). Run in O (water). Conditions: time 20 hour. The product is C(C(=C)C)(=O)OC1(C2CC3CC(CC1C3)C2)CC.OC1=CC=C(C=C)C=C1 (2-ethyl-2-adamantyl methacrylate p-hydroxystyrene). Reaction SMILES: [C:1]([O:6][C:7]1([CH2:17][CH3:18])[CH:14]2[CH2:15][CH:10]3[CH2:11][CH:12]([CH2:16][CH:8]1[CH2:9]3)[CH2:13]2)(=[O:5])[C:2]([CH3:4])=[CH2:3].C([O:22][C:23]1[CH:30]=[CH:29][C:26]([CH:27]=[CH2:28])=[CH:25][CH:24]=1)(=O)C.CO.C(O)(=O)C>CN(C)C1C=CN=CC=1.O>[C:1]([O:6][C:7]1([CH2:17][CH3:18])[CH:8]2[CH2:16][CH:12]3[CH2:11][CH:10]([CH2:15][CH:14]1[CH2:13]3)[CH2:9]2)(=[O:5])[C:2]([CH3:4])=[CH2:3].[OH:22][C:23]1[CH:30]=[CH:29][C:26]([CH:27]=[CH2:28])=[CH:25][CH:24]=1 |f:6.7|. Reported procedure: Into a flask were charged 250 g of the copolymer of 2-ethyl-2-adamantyl methacrylate and p-acetoxystyrene (20:80) obtained in Synthesis Example 3, 10.3 g (0.084 mol) of 4-dimethylaminopyridine and 202 g of methanol, and aged for 20 hours under reflux. After cooling, the reaction liquid was neutralized with 7.6 g (0.126 mol) of glacial acetic acid and poured into a large amount of water to precipitate a polymer. The deposited polymer was filtrated, dissolved in acetone, then, poured into a large ... Reactants: C(=C)C(=O)C (methyl vinyl ketone). Run in CCCCCC (hexane). Yields the product C=C.C=CC.C(=C)C(=O)C (ethylene/propylene methyl vinyl ketone). As a reaction SMILES: [CH:1]([C:3]([CH3:5])=[O:4])=[CH2:2]>CCCCCC>[CH2:1]=[CH2:2].[CH2:2]=[CH:1][CH3:3].[CH:1]([C:3]([CH3:5])=[O:4])=[CH2:2] |f:2.3.4|. Procedure details: An ethylene/propylene/methyl vinyl ketone polymer was prepared by the method of Example I having an inherent viscosity of 0.7 except that 10 ml methyl vinyl ketone in hexane was added.